This data is from the Open Reaction Database (ORD), a public repository of structured organic reaction records. The task is: describe an organic reaction: reactants, conditions, products, and yield Starting materials: C=CCOc1cc2onc(OCC=C)c2cc1[N+](=O)[O-], CCOC(C)=O, [Na+], [Na+], [Na+], O=C([O-])[O-], O=C([O-])O, O, O, Cl[Sn]Cl. The product is C=CCOc1cc2onc(OCC=C)c2cc1N. As a reaction SMILES: [CH2:1]([CH:2]=[CH2:3])[O:4][c:5]1[n:6][o:7][c:8]2[c:9]1[cH:10][c:11]([N+:18]([O-:19])=[O:20])[c:12]([O:14][CH2:15][CH:16]=[CH2:17])[cH:13]2.[CH3:32][CH2:33][O:34][C:35]([CH3:36])=[O:37].[Na+:26].[Na+:27].[Na+:42].[O-:28][C:29](=[O:30])[O-:31].[O-:38][C:39]([OH:40])=[O:41].[OH2:21].[OH2:22].[Sn:23]([Cl:24])[Cl:25]>>[CH2:1]([CH:2]=[CH2:3])[O:4][c:5]1[n:6][o:7][c:8]2[c:9]1[cH:10][c:11]([NH2:18])[c:12]([O:14][CH2:15][CH:16]=[CH2:17])[cH:13]2. RXN SMILES: [CH2:1]([O:2][C:3](=[O:4])[N:11]1[CH2:12][CH2:13][CH:14]([c:17]2[cH:18][cH:19][c:20]([O:23][CH3:24])[cH:21][cH:22]2)[CH2:15][CH2:16]1)[c:5]1[cH:6][cH:7][cH:8][cH:9][cH:10]1.[CH3:25][CH2:26][OH:27]>>[NH:11]1[CH2:12][CH2:13][CH:14]([c:17]2[cH:18][cH:19][c:20]([O:23][CH3:24])[cH:21][cH:22]2)[CH2:15][CH2:16]1. Yields the product COc1ccc(C2CCNCC2)cc1. Starting materials: COc1ccc(C2CCN(C(=O)OCc3ccccc3)CC2)cc1, CCO. Starting materials: C(=O)C=1C=CC2=C(NC(CO2)=O)C1 (6-formyl-4H-benzo[1,4]oxazin-3-one), C(C)(C)(C)OC(=O)N1CCNCC1 (1-(tert-butoxycarbonyl)piperazine), C(C)(=O)O[BH-](OC(C)=O)OC(C)=O.[Na+] (sodium triacetoxyborohydride). The solvent is ClCCCl (1,2-dichloroethane). The product is C(C)(C)(C)OC(=O)N1CCN(CC1)CC=1C=CC2=C(NC(CO2)=O)C1 (6-(4-(tert-Butyloxycarbonyl)piperazin-1-ylmethyl)-4H-benzo[1,4]oxazin-3-one). The yield is 93.8%. RXN SMILES: [CH:1]([C:3]1[CH:4]=[CH:5][C:6]2[O:11][CH2:10][C:9](=[O:12])[NH:8][C:7]=2[CH:13]=1)=O.[C:14]([O:18][C:19]([N:21]1[CH2:26][CH2:25][NH:24][CH2:23][CH2:22]1)=[O:20])([CH3:17])([CH3:16])[CH3:15].C(O[BH-](OC(=O)C)OC(=O)C)(=O)C.[Na+]>ClCCCl>[C:14]([O:18][C:19]([N:21]1[CH2:26][CH2:25][N:24]([CH2:1][C:3]2[CH:4]=[CH:5][C:6]3[O:11][CH2:10][C:9](=[O:12])[NH:8][C:7]=3[CH:13]=2)[CH2:23][CH2:22]1)=[O:20])([CH3:17])([CH3:15])[CH3:16] |f:2.3|. Procedure: A mixture of 6-formyl-4H-benzo[1,4]oxazin-3-one (1.91 g, 10.8 mmol) and 1-(tert-butoxycarbonyl)piperazine (2.0 g, 10.8 mmol) in 1,2-dichloroethane (120 mL), was cooled in an ice-bath, and treated portionwise with sodium triacetoxyborohydride (3.43 g, 16.2 mmol) over 0.3 h, with stirring under argon. The resulting mixture was stirred at room temperature for 4 h, then partitioned between dichloromethane (100 mL) and saturated aqueous sodium bicarbonate. The organic layer was separated, dried (Na2S...